From a dataset of the Open Reaction Database (ORD), a public repository of structured organic reaction records. describe an organic reaction: reactants, conditions, products, and yield Starting materials: C(#N)C1=CC=C(C=C1)NC(=O)C1C(C2(C(N1)CC(C)(C)C)C(NC1=CC(=CC=C12)Br)=O)C1=C(C(=CC=C1)Cl)F (rac-(2′S,3′R,4′S,5′R)-6-bromo-4′-(3-chloro-2-fluoro-phenyl)-2′-(2,2-dimethyl-propyl)-2-oxo-1,2-dihydro-spiro[indole-3,3′-pyrrolidine]-5′-carboxylic acid (4-cyano-phenyl)-amide), OO (H2O2), [OH-].[Na+] (NaOH). Solvent: CS(=O)C (DMSO). Run at temperature 10 celsius, time 1 hour. Product: C(N)(=O)C1=CC=C(C=C1)NC(=O)C1C(C2(C(N1)CC(C)(C)C)C(NC1=CC(=CC=C12)Br)=O)C1=C(C(=CC=C1)Cl)F (rac-(2′S,3′R,4′S,5′R)-6-bromo-4′-(3-chloro-2-fluoro-phenyl)-2′-(2,2-dimethyl-propyl)-2-oxo-1,2-dihydro-spiro[indole-3,3′-pyrrolidine]-5′-carboxylic acid (4-carbamoyl-phenyl)-amide). Isolated yield 79.6%. Reaction SMILES: [C:1]([C:3]1[CH:8]=[CH:7][C:6]([NH:9][C:10]([CH:12]2[NH:16][CH:15]([CH2:17][C:18]([CH3:21])([CH3:20])[CH3:19])[C:14]3([C:29]4[C:24](=[CH:25][C:26]([Br:30])=[CH:27][CH:28]=4)[NH:23][C:22]3=[O:31])[CH:13]2[C:32]2[CH:37]=[CH:36][CH:35]=[C:34]([Cl:38])[C:33]=2[F:39])=[O:11])=[CH:5][CH:4]=1)#[N:2].[OH:40]O.[OH-].[Na+]>CS(C)=O>[C:1]([C:3]1[CH:4]=[CH:5][C:6]([NH:9][C:10]([CH:12]2[NH:16][CH:15]([CH2:17][C:18]([CH3:21])([CH3:20])[CH3:19])[C:14]3([C:29]4[C:24](=[CH:25][C:26]([Br:30])=[CH:27][CH:28]=4)[NH:23][C:22]3=[O:31])[CH:13]2[C:32]2[CH:37]=[CH:36][CH:35]=[C:34]([Cl:38])[C:33]=2[F:39])=[O:11])=[CH:7][CH:8]=1)(=[O:40])[NH2:2] |f:2.3|. Procedure: To the solution of rac-(2′S,3′R,4′S,5′R)-6-bromo-4′-(3-chloro-2-fluoro-phenyl)-2′-(2,2-dimethyl-propyl)-2-oxo-1,2-dihydro-spiro[indole-3,3′-pyrrolidine]-5′-carboxylic acid (4-cyano-phenyl)-amide (0.16 g, 0.26 mmol) prepared in Example 93 in DMSO (1 mL) at 0° C. was added an aqueous solution (30% Aldrich) of H2O2 (0.45 g, 3.9 mmol), then aqueous solution (1N) of NaOH (1.3 mL, 1.3 mmol) was added dropwise. The reaction mixture was stirred at 10° C. for 1 h. The mixture was partitioned between ethy... Reactants: OCC(Cl)(Cl)Cl, CCCCCCCCCCCCCC(O)CC(=O)OC. The product is CCCCCCCCCCCCCC(O)CC(=O)OCC(Cl)(Cl)Cl. Reaction SMILES: [Cl:21][C:22]([CH2:23][OH:24])([Cl:25])[Cl:26].[OH:1][CH:2]([CH2:3][C:4](=[O:5])[O:6][CH3:7])[CH2:8][CH2:9][CH2:10][CH2:11][CH2:12][CH2:13][CH2:14][CH2:15][CH2:16][CH2:17][CH2:18][CH2:19][CH3:20]>>[OH:1][CH:2]([CH2:3][C:4](=[O:5])[O:6][CH2:7][C:22]([Cl:21])([Cl:25])[Cl:26])[CH2:8][CH2:9][CH2:10][CH2:11][CH2:12][CH2:13][CH2:14][CH2:15][CH2:16][CH2:17][CH2:18][CH2:19][CH3:20]. The reactants are Fc1ccc(C=Cc2nc(CCl)co2)cc1, [H-], [Na+], CN(C)C=O, O, Oc1ccc(CCCCn2ccnn2)cc1. The product is Fc1ccc(C=Cc2nc(COc3ccc(CCCCn4ccnn4)cc3)co2)cc1. Reaction SMILES: [Cl:19][CH2:20][c:21]1[n:22][c:23]([CH:26]=[CH:27][c:28]2[cH:29][cH:30][c:31]([F:34])[cH:32][cH:33]2)[o:24][cH:25]1.[H-:17].[Na+:18].[O:36]=[CH:37][N:38]([CH3:39])[CH3:40].[OH2:35].[n:1]1([CH2:6][CH2:7][CH2:8][CH2:9][c:10]2[cH:11][cH:12][c:13]([OH:16])[cH:14][cH:15]2)[n:2][n:3][cH:4][cH:5]1>>[n:1]1([CH2:6][CH2:7][CH2:8][CH2:9][c:10]2[cH:11][cH:12][c:13]([O:16][CH2:20][c:21]3[n:22][c:23]([CH:26]=[CH:27][c:28]4[cH:29][cH:30][c:31]([F:34])[cH:32][cH:33]4)[o:24][cH:25]3)[cH:14][cH:15]2)[n:2][n:3][cH:4][cH:5]1. Starting materials: BrCc1cccc2c1cnn2C1CCCCO1, CN(C)C=O, [N-]=[N+]=[N-], [Na+], O. The product is [N-]=[N+]=NCc1cccc2c1cnn2C1CCCCO1. Reaction SMILES: [Br:1][CH2:2][c:3]1[c:4]2[cH:5][n:6][n:7]([CH:12]3[O:13][CH2:14][CH2:15][CH2:16][CH2:17]3)[c:8]2[cH:9][cH:10][cH:11]1.[CH3:23][N:24]([CH3:25])[CH:26]=[O:27].[N-:19]=[N+:20]=[N-:21].[Na+:18].[OH2:22]>>[CH2:2]([c:3]1[c:4]2[cH:5][n:6][n:7]([CH:12]3[O:13][CH2:14][CH2:15][CH2:16][CH2:17]3)[c:8]2[cH:9][cH:10][cH:11]1)[N:19]=[N+:20]=[N-:21]. Reactants: ClCC1=CC=C(C=C1)C=C(C(=O)OCC)C (ethyl 3-(p-chloromethylphenyl)-2-methylacrylate), solution, C(C)[Mg]Br (ethylmagnesium bromide), N1=CC(=CC=C1)C=1NC2=CC=CC=C2C1 (2-(3-pyridyl)indole). Run in ice water, O1CCCC1 (tetrahydrofuran), O1CCCC1 (tetrahydrofuran), O1CCCC1 (tetrahydrofuran). Run at time 0.5 hour. Product: C(C)OC(=O)C(=CC1=CC=C(CC2=C(NC3=CC=CC=C23)C=2C=NC=CC2)C=C1)C (3-[p-(2-ethoxycarbonylpropen-1-yl)benzyl]-2-(3-pyridyl)indole). As a reaction SMILES: C([Mg]Br)C.[N:5]1[CH:10]=[CH:9][CH:8]=[C:7]([C:11]2[NH:12][C:13]3[C:18]([CH:19]=2)=[CH:17][CH:16]=[CH:15][CH:14]=3)[CH:6]=1.Cl[CH2:21][C:22]1[CH:27]=[CH:26][C:25]([CH:28]=[C:29]([CH3:35])[C:30]([O:32][CH2:33][CH3:34])=[O:31])=[CH:24][CH:23]=1>O1CCCC1>[CH2:33]([O:32][C:30]([C:29]([CH3:35])=[CH:28][C:25]1[CH:26]=[CH:27][C:22]([CH2:21][C:19]2[C:18]3[C:13](=[CH:14][CH:15]=[CH:16][CH:17]=3)[NH:12][C:11]=2[C:7]2[CH:6]=[N:5][CH:10]=[CH:9][CH:8]=2)=[CH:23][CH:24]=1)=[O:31])[CH3:34]. Procedure details: To 6.0 ml of a 2M solution of ethylmagnesium bromide in tetrahydrofuran under nitrogen at 0° is added dropwise over 20 minutes a solution of 2-(3-pyridyl)indole (1.9 g) in 12 ml of tetrahydrofuran. After complete addition the mixture is stirred at 0° for 0.5 hour and is then treated dropwise with a solution of 2.39 g of ethyl 3-(p-chloromethylphenyl)-2-methylacrylate in 5 ml of tetrahydrofuran. The resulting mixture is stirred at 0° for 1 hour, then at room temperature for 1 hour, and poured in ... Reactants: BrC=1C=NC(=NC1)C=1C=C(C=CC1)CO ([3-(5-bromopyrimidin-2-yl)phenyl]methanol), C(C=C)(=O)OC (methyl acrylate), C1(=CC=CC=C1)P(C1=CC=CC=C1)C1=CC=CC=C1 (triphenylphosphine), C(C)(=O)[O-].[K+] (potassium acetate). Reagents/catalysts: C(C)(=O)[O-].[Pd+2].C(C)(=O)[O-] (palladium(II) acetate), [Cl-].C(CCC)[N+](CCCC)(CCCC)CCCC (tetra-n-butylammonium chloride). Solvent: O (water), CN(C)C=O (DMF). Run at temperature 80 celsius. Product: OCC=1C=C(C=CC1)C1=NC=C(C=N1)/C=C/C(=O)OC (methyl (E)-3-[2-(3-hydroxymethylphenyl)pyrimidin-5-yl]acrylate). Reaction SMILES: Br[C:2]1[CH:3]=[N:4][C:5]([C:8]2[CH:9]=[C:10]([CH2:14][OH:15])[CH:11]=[CH:12][CH:13]=2)=[N:6][CH:7]=1.[C:16]([O:20][CH3:21])(=[O:19])[CH:17]=[CH2:18].C1(P(C2C=CC=CC=2)C2C=CC=CC=2)C=CC=CC=1.C([O-])(=O)C.[K+]>CN(C=O)C.[Cl-].C([N+](CCCC)(CCCC)CCCC)CCC.C([O-])(=O)C.[Pd+2].C([O-])(=O)C.O>[OH:15][CH2:14][C:10]1[CH:9]=[C:8]([C:5]2[N:4]=[CH:3][C:2](/[CH:18]=[CH:17]/[C:16]([O:20][CH3:21])=[O:19])=[CH:7][N:6]=2)[CH:13]=[CH:12][CH:11]=1 |f:3.4,6.7,8.9.10|. Procedure: 100 mg (0.38 mmol) of [3-(5-bromopyrimidin-2-yl)phenyl]methanol and 51 μl (0.56 mmol) of methyl acrylate are suspended in 2 ml of DMF, and 20 mg (0.075 mmol) of triphenylphosphine, 222 mg (2.26 mmol) of potassium acetate and 157 mg (0.57 mmol) of tetra-n-butylammonium chloride are added. The reaction mixture is degassed, flushed with argon, and 17 mg (0.075 mmol) of palladium(II) acetate are added under an argon atmosphere. The mixture is heated at 80° C. for 2 h. After cooling, water is added, ...